From a dataset of the Open Reaction Database (ORD), a public repository of structured organic reaction records. describe an organic reaction: reactants, conditions, products, and yield Reactants: C(=O)(OC(C)(C)C)N[C@@H](CC1=CNC2=CC=CC=C12)C(=O)O (Boc-L-Tryptophan), N,N-dicyclohexylcarbodiimide, C(Cl)Cl (methylene chloride), product. The solvent is CN(C=O)C (dimethylformamide). Conditions: time 10 minute. The product is N[C@@H](CC1=CNC2=CC=CC=C12)C(=O)O (Tryptophan). Reaction SMILES: C([NH:8][C@H:9]([C:20]([OH:22])=[O:21])[CH2:10][C:11]1[C:19]2[C:14](=[CH:15][CH:16]=[CH:17][CH:18]=2)[NH:13][CH:12]=1)(OC(C)(C)C)=O.C(Cl)Cl>CN(C)C=O>[NH2:8][C@H:9]([C:20]([OH:22])=[O:21])[CH2:10][C:11]1[C:19]2[C:14](=[CH:15][CH:16]=[CH:17][CH:18]=2)[NH:13][CH:12]=1. Procedure: While maintaining the nitrogen gas atmosphere, 3 fold molar excess of Boc-L-Tryptophan (Peninsula, supra.) dissolved in dimethylformamide and adjusted to 15 ml. with the addition of methylene chloride is added to the product of Step (F) above and the resulting mixture shaken. After about 10 minutes, 3 fold molar excess of N,N-dicyclohexylcarbodiimide is added and the resulting mixture is shaken for 4.5 to 5 hours at room temperature. At the end of this period, the reaction mixture is filtered an... Starting materials: CN(CCN1C(=O)C=2C=CC=3NC4=CC=CC=C4C3C2C1=O)C (N-(2-dimethylaminoethyl)-carbazole-3,4-dicarboximide), Cl (hydrogen chloride). Run in C(Cl)(Cl)Cl (chloroform). Reaction conditions: time 10 minute. Yields the product Cl.CN(CCN1C(=O)C=2C=CC=3NC4=CC=CC=C4C3C2C1=O)C (N-(2-dimethylaminoethyl)-carbazole-3,4-dicarboximide hydrochloride). RXN SMILES: [CH3:1][N:2]([CH3:23])[CH2:3][CH2:4][N:5]1[C:21](=[O:22])[C:20]2[C:19]3[C:18]4[C:13](=[CH:14][CH:15]=[CH:16][CH:17]=4)[NH:12][C:11]=3[CH:10]=[CH:9][C:8]=2[C:6]1=[O:7].[ClH:24]>C(Cl)(Cl)Cl>[ClH:24].[CH3:1][N:2]([CH3:23])[CH2:3][CH2:4][N:5]1[C:21](=[O:22])[C:20]2[C:19]3[C:18]4[C:13](=[CH:14][CH:15]=[CH:16][CH:17]=4)[NH:12][C:11]=3[CH:10]=[CH:9][C:8]=2[C:6]1=[O:7] |f:3.4|. Procedure details: In 10 ml of chloroform was dissolved 500 mg of N-(2-dimethylaminoethyl)-carbazole-3,4-dicarboximide. Into the solution was introduced hydrogen chloride gas with ice cooling, until the solution was saturated with the gas. The resulting solution was stirred for 10 minutes with ice cooling. The resulting crystals were collected by filtration and dried to obtain 450 mg of N-(2-dimethylaminoethyl)-carbazole-3,4-dicarboximide hydrochloride as yellow crystals. Starting materials: O=C(OC(Cl)(Cl)Cl)Cl (diphosgene), CN(CCNCC)C (N,N-dimethyl-N′-ethyl-ethylenediamine), C(CCCCCCC\C=C/C\C=C/CCCCC)C(O)CCCCCCCC\C=C/C\C=C/CCCCC (dilinoleyl methanol), N1=CC=CC=C1 (pyridine). The solvent is CCOCC (ether), C(C)OCC (diethyl ether). Run at temperature -15 celsius, time 1 hour. Product: CN(CCN(C(OC(CCCCCCC\C=C/C\C=C/CCCCC)CCCCCCCCC\C=C/C\C=C/CCCCC)=O)CC)C ((6Z,9Z,28Z,31Z)-heptatriaconta-6,9,28,31-tetraen-18-yl 2-(dimethylamino)ethyl(ethyl)carbamate). Yield: 77.6%. RXN SMILES: [CH2:1]([CH:19]([CH2:21][CH2:22][CH2:23][CH2:24][CH2:25][CH2:26][CH2:27][CH2:28]/[CH:29]=[CH:30]\[CH2:31]/[CH:32]=[CH:33]\[CH2:34][CH2:35][CH2:36][CH2:37]C)[OH:20])[CH2:2][CH2:3][CH2:4][CH2:5][CH2:6][CH2:7][CH2:8]/[CH:9]=[CH:10]\[CH2:11]/[CH:12]=[CH:13]\[CH2:14][CH2:15][CH2:16][CH2:17][CH3:18].N1C=CC=C[CH:40]=1.O=C(Cl)[O:47][C:48](Cl)(Cl)Cl.[CH3:53][N:54]([CH3:60])[CH2:55][CH2:56][NH:57][CH2:58][CH3:59]>CCOCC>[CH3:53][N:54]([CH3:60])[CH2:55][CH2:56][N:57]([CH2:58][CH3:59])[C:48](=[O:47])[O:20][CH:19]([CH2:1][CH2:2][CH2:3][CH2:4][CH2:5][CH2:6][CH2:7][CH2:8][CH2:9]/[CH:10]=[CH:11]\[CH2:12]/[CH:13]=[CH:14]\[CH2:15][CH2:16][CH2:17][CH2:18][CH3:40])[CH2:21][CH2:22][CH2:23][CH2:24][CH2:25][CH2:26][CH2:27]/[CH:28]=[CH:29]\[CH2:30]/[CH:31]=[CH:32]\[CH2:33][CH2:34][CH2:35][CH2:36][CH3:37]. Procedure details: To a solution of dilinoleyl methanol (1.0 g, 1.9 mmol) and pyridine (230 μL, 4.7 mmol) in anhydrous ether (10 mL) cooled to −15° C. under nitrogen was slowly added diphosgene (0.38 mL, 3.14 mmol). The reaction was stirred for 1 hour at −15° C., then N,N-dimethyl-N′-ethyl-ethylenediamine (2.2 mL, 14.2 mmol) was added. The solution was warmed to room temperature and stirred for 30 minutes. The solution was diluted with diethyl ether (50 mL) and filtered to remove the urea and ammonium salts. The e... The yield is 104.0%. Product: C(C1=CC=CC=C1)OC[C@@H]1CC[C@H](CC1)C(C)N=[N+]=[N-] (Trans-4-benzyloxymethyl-1-(1-azidoethyl)cyclohexane). Procedure details: In 50 ml of dry dimethylformamide were suspended 1.70 g of trans-4-benzyloxymethyl-1-(1-methanesulfonyloxyethyl)cyclohexane and 1.69 g of sodium azide, and the mixture was stirred at 110° C. for 30 minutes. To the reaction mixture were added 200 ml of ethyl acetate, and the mixture was washed three times with an aqueous sodium chloride solution and dried over anhydrous magnesium sulfate. The solvent was distilled off under reduced pressure to obtain 1.48 g of the desired compound as a pale yello... Conditions: temperature 110 celsius, time 30 minute. Solvent: CN(C=O)C (dimethylformamide). Reactants: C(C1=CC=CC=C1)OC[C@@H]1CC[C@H](CC1)C(C)OS(=O)(=O)C (trans-4-benzyloxymethyl-1-(1-methanesulfonyloxyethyl)cyclohexane), [N-]=[N+]=[N-].[Na+] (sodium azide), C(C)(=O)OCC (ethyl acetate). Reaction SMILES: [CH2:1]([O:8][CH2:9][C@H:10]1[CH2:15][CH2:14][C@H:13]([CH:16](OS(C)(=O)=O)[CH3:17])[CH2:12][CH2:11]1)[C:2]1[CH:7]=[CH:6][CH:5]=[CH:4][CH:3]=1.[N-:23]=[N+:24]=[N-:25].[Na+].C(OCC)(=O)C>CN(C)C=O>[CH2:1]([O:8][CH2:9][C@H:10]1[CH2:15][CH2:14][C@H:13]([CH:16]([N:23]=[N+:24]=[N-:25])[CH3:17])[CH2:12][CH2:11]1)[C:2]1[CH:7]=[CH:6][CH:5]=[CH:4][CH:3]=1 |f:1.2|. Reactants: C(C1=CC=CC=C1)OC(=O)N1[C@@H](CCC1)C(NC=1SC=C(N1)C1=CC=C(C=C1)N)=O ((S)-2-[4-(4-Amino-phenyl)-thiazol-2-ylcarbamoyl]-pyrrolidine-1-carboxylic acid benzyl ester), C(C1=CC=CC=C1)OC(=O)N1[C@@H](CCC1)C(NC=1SC=C(N1)C1=CC=C(C=C1)N)=O ((S)-2-[4-(4-Amino-phenyl)-thiazol-2-ylcarbamoyl]-pyrrolidine-1-carboxylic acid benzyl ester), C1(CC1)S(=O)(=O)Cl (cyclopropanesulfonyl chloride). The solvent is C(Cl)Cl (DCM). Reaction conditions: time 1 hour. Yields the product C(C1=CC=CC=C1)OC(=O)N1[C@@H](CCC1)C(NC=1SC=C(N1)C1=CC=C(C=C1)NS(=O)(=O)C1CC1)=O ((S)-2-[4-(4-Cyclopropanesulfonylamino-phenyl)-thiazol-2-ylcarbamoyl]-pyrrolidine1-carboxylic acid benzylester). Reaction SMILES: [CH2:1]([O:8][C:9]([N:11]1[CH2:15][CH2:14][CH2:13][C@H:12]1[C:16](=[O:30])[NH:17][C:18]1[S:19][CH:20]=[C:21]([C:23]2[CH:28]=[CH:27][C:26]([NH2:29])=[CH:25][CH:24]=2)[N:22]=1)=[O:10])[C:2]1[CH:7]=[CH:6][CH:5]=[CH:4][CH:3]=1.[CH:31]1([S:34](Cl)(=[O:36])=[O:35])[CH2:33][CH2:32]1>C(Cl)Cl>[CH2:1]([O:8][C:9]([N:11]1[CH2:15][CH2:14][CH2:13][C@H:12]1[C:16](=[O:30])[NH:17][C:18]1[S:19][CH:20]=[C:21]([C:23]2[CH:24]=[CH:25][C:26]([NH:29][S:34]([CH:31]3[CH2:33][CH2:32]3)(=[O:36])=[O:35])=[CH:27][CH:28]=2)[N:22]=1)=[O:10])[C:2]1[CH:3]=[CH:4][CH:5]=[CH:6][CH:7]=1. Reported procedure: To a stirred mixture of (S)-2-[4-(4-Amino-phenyl)-thiazol-2-ylcarbamoyl]-pyrrolidine-1-carboxylic acid benzyl ester (Compound 5050, Example 50, 0.06 g, 0.14 mmol) in DCM (2.0 mL) at 0° C. was added TEA (0.0.025 mL) followed by addition of cyclopropanesulfonyl chloride (0.016 mL). The reaction mixture was stirred at room temperature for 1 h then was concentrated in vacuo to give the crude product. Purification of the crude product by reverse phase HPLC furnished the desired product. 1HNMR (DMSO-d... Reactants: OCC1=CC2=C(CCCC(C2)N(C[C@@H](COC2=CC=CC=C2)O[Si](CC)(CC)CC)C(=O)OC(C)(C)C)C=C1 (N-(3-hydroxymethyl-6,7,8,9-tetrahydro-5H-benzocyclohepten-6-yl)-N-[(2S)-3-phenoxy-2-(triethylsilyl-oxy)propyl]-tert-butoxycarbonylamine), Cl (hydrogen chloride), C(C)(=O)OCC (ethyl acetate), C(C)(=O)OCC (ethyl acetate). The product is O[C@@H](CNC1CC2=C(CCC1)C=CC(=C2)COC(C)=O)COC2=CC=CC=C2 (6-[(2S)-2-hydroxy-3-phenoxypropyl]amino-3-acetyloxymethyl-6,7,8,9-tetrahydro-5H-benzocycloheptene). RXN SMILES: OC[C:3]1[CH:39]=[CH:38][C:6]2[CH2:7][CH2:8][CH2:9][CH:10]([N:12](C(OC(C)(C)C)=O)[CH2:13][C@H:14]([O:23][Si](CC)(CC)CC)[CH2:15][O:16][C:17]3[CH:22]=[CH:21][CH:20]=[CH:19][CH:18]=3)[CH2:11][C:5]=2[CH:4]=1.Cl.[C:41]([O:44][CH2:45]C)(=[O:43])[CH3:42]>>[OH:23][C@H:14]([CH2:15][O:16][C:17]1[CH:22]=[CH:21][CH:20]=[CH:19][CH:18]=1)[CH2:13][NH:12][CH:10]1[CH2:9][CH2:8][CH2:7][C:6]2[CH:38]=[CH:39][C:3]([CH2:45][O:44][C:41](=[O:43])[CH3:42])=[CH:4][C:5]=2[CH2:11]1. Reported procedure: A solution of N-(3-hydroxymethyl-6,7,8,9-tetrahydro-5H-benzocyclohepten-6-yl)-N-[(2S)-3-phenoxy-2-(triethylsilyl-oxy)propyl]-tert-butoxycarbonylamine (188 mg) in ethyl acetate (2 ml) was treated with 4N hydrogen chloride in ethyl acetate (2 ml) for 3 hours. The mixture was evaporated in vacuo and washed with diethyl ether three times. The residue was triturated in diisopropyl ether, and precipitated powder was collected by filtration to afford 6-[(2S)-2-hydroxy-3-phenoxypropyl]amino-3-acetyloxym... The reactants are CN(C)C=O, C[Si](C)(C)[N-][Si](C)(C)C, COc1ccc(C(=O)Oc2ccc([N+](=O)[O-])cc2)c2cc(C(=O)C3CC3)oc12, Cc1cnccc1N, [Na+], O. Yields the product COc1ccc(C(=O)Nc2ccncc2C)c2cc(C(=O)C3CC3)oc12. Reaction SMILES: [CH3:48][N:49]([CH3:50])[CH:51]=[O:52].[CH3:9][Si:10]([CH3:11])([CH3:12])[N-:13][Si:14]([CH3:15])([CH3:16])[CH3:17].[N+:19]([c:20]1[cH:21][cH:22][c:23]([O:28][C:29](=[O:24])[c:31]2[cH:32][cH:33][c:34]([O:45][CH3:46])[c:35]3[c:36]2[cH:37][c:38]([C:40](=[O:41])[CH:42]2[CH2:43][CH2:44]2)[o:39]3)[cH:25][cH:26]1)([O-:27])=[O:30].[NH2:1][c:2]1[c:3]([CH3:8])[cH:4][n:5][cH:6][cH:7]1.[Na+:18].[OH2:47]>>[NH:1]([c:2]1[c:3]([CH3:8])[cH:4][n:5][cH:6][cH:7]1)[C:29](=[O:28])[c:31]1[cH:32][cH:33][c:34]([O:45][CH3:46])[c:35]2[c:36]1[cH:37][c:38]([C:40](=[O:41])[CH:42]1[CH2:43][CH2:44]1)[o:39]2. Run at temperature 25 celsius, time 18 hour. Reaction SMILES: [NH2:1][C:2]1[CH:10]=[C:9]2[C:5]([C:6]([CH3:13])([CH3:12])[C:7](=[O:11])[NH:8]2)=[CH:4][CH:3]=1.[C:14]1([CH2:20][C:21](=O)[CH3:22])[CH:19]=[CH:18][CH:17]=[CH:16][CH:15]=1>C(Cl)Cl>[CH3:12][C:6]1([CH3:13])[C:7](=[O:11])[NH:8][C:9]2[CH:10]=[C:2]3[C:3](=[CH:4][C:5]1=2)[C:20]([C:14]1[CH:19]=[CH:18][CH:17]=[CH:16][CH:15]=1)=[C:21]([CH3:22])[NH:1]3. Procedure details: Analogously to Example 5, 4 g. (22.7 mmole) 6-amino-3,3-dimethylindolin-2-one are diazotised and reduced. Subsequently, 3 g. (22.3 mole) phenylacetone are added thereto and the reaction mixture further stirred for 18 hours at 25° C. The oil which separates out is shaken out several times with methylene chloride, evaporated and the residue worked up with cyclohexane and filtered off with suction. The solid residue is again dissolved in methylene chloride, washed twice with aqueous sodium hydrogen... Run in C(Cl)Cl (methylene chloride). Starting materials: NC1=CC=C2C(C(NC2=C1)=O)(C)C (6-amino-3,3-dimethylindolin-2-one), C1(=CC=CC=C1)CC(C)=O (phenylacetone). Yields the product CC1(C2=C(NC1=O)C=C1NC(=C(C1=C2)C2=CC=CC=C2)C)C (3,3,6-Trimethyl-5-phenylbenzo[1,2-b:5,4-b']dipyrrol-2-(1H, 3H, 7H)-one).